Task: describe an organic reaction: reactants, conditions, products, and yield. Dataset: the Open Reaction Database (ORD), a public repository of structured organic reaction records Starting materials: 78.8, OC1=C(C(=O)Cl)C=CC=C1 (2-hydroxybenzoyl chloride), N1CC1 (aziridine), C(O)([O-])=O.[Na+] (sodium hydrogen carbonate), [OH-].[Na+] (sodium hydroxide). The solvent is ClC(Cl)Cl (trichloromethane), O (water). Reaction conditions: temperature -5 celsius. The product is 56, OC1=C(C(=O)N2CC2)C=CC=C1 (1-(2-hydroxybenzoyl)aziridine). As a reaction SMILES: [NH:1]1[CH2:3][CH2:2]1.C(=O)([O-])O.[Na+].[OH:9][C:10]1[CH:18]=[CH:17][CH:16]=[CH:15][C:11]=1[C:12](Cl)=[O:13].[OH-].[Na+]>O.ClC(Cl)Cl>[OH:9][C:10]1[CH:18]=[CH:17][CH:16]=[CH:15][C:11]=1[C:12]([N:1]1[CH2:3][CH2:2]1)=[O:13] |f:1.2,4.5|. Procedure details: To 690 parts of a solution of aziridine in water 0.875M are added 42 parts of sodium hydrogen carbonate while cooling in an ice-salt bath at -5° C. While stirring vigorously, there is added dropwise, during a 30 minutes period, a solution of 78.8 parts of 2-hydroxybenzoyl chloride in 150 parts of trichloromethane at a temperature below 5° C. The reaction mixture is allowed to reach 25° C while stirring, and a diluted sodium hydroxide solution is added to pH 8. The product is extracted three time... Starting materials: COCOc1ccc(C=O)cc1N(C)C, CN(C)c1cc(C=O)ccc1O, CO, CC(=O)O, Clc1ccc(C(c2ccccc2)N2CCNCC2)cc1, [Na+], O, O=C([O-])O. Product: CN(C)c1cc(CN2CCN(C(c3ccccc3)c3ccc(Cl)cc3)CC2)ccc1O. As a reaction SMILES: [CH3:13][N:14]([CH3:15])[c:16]1[cH:17][c:18]([CH:26]=[O:27])[cH:19][cH:20][c:21]1[O:22][CH2:23][O:24][CH3:25].[CH3:1][N:2]([c:3]1[cH:4][c:5]([CH:6]=[O:7])[cH:8][cH:9][c:10]1[OH:11])[CH3:12].[CH3:53][OH:54].[CH3:56][C:57](=[O:58])[OH:59].[Cl:28][c:29]1[cH:30][cH:31][c:32]([CH:33]([c:34]2[cH:35][cH:36][cH:37][cH:38][cH:39]2)[N:40]2[CH2:41][CH2:42][NH:43][CH2:44][CH2:45]2)[cH:46][cH:47]1.[Na+:48].[OH2:55].[OH:49][C:50](=[O:51])[O-:52]>>[CH3:1][N:2]([c:3]1[cH:4][c:5]([CH2:6][N:43]2[CH2:42][CH2:41][N:40]([CH:33]([c:32]3[cH:31][cH:30][c:29]([Cl:28])[cH:47][cH:46]3)[c:34]3[cH:35][cH:36][cH:37][cH:38][cH:39]3)[CH2:45][CH2:44]2)[cH:8][cH:9][c:10]1[OH:11])[CH3:12]. The reactants are C(C)(=O)OCC (ethyl acetate), C1(=CC=CC=C1)C=1C(=NC=CC1)CC(=N)N (2-(3-phenyl-pyridin-2-yl)-acetamidine), C(C)(C)(C)OC(\C(=C(\C(=O)O)/OCC1=CC=CC=C1)\O)=O ((E)-2-benzyloxy-3-hydroxy-but-2-enedioic acid 4-tert-butyl ester), C[O-].[Na+] (sodium methoxide). Solvent: CO (methanol), CCCCCC (hexane). Run at time 16 hour. The product is C(C)(C)(C)OC(=O)C1=NC(=NC(=C1OCC1=CC=CC=C1)O)CC1=NC=CC=C1C1=CC=CC=C1 (5-benzyloxy-6-hydroxy-2-(3-phenyl-pyridin-2-ylmethyl)-pyrimidine-4-carboxylic acid tert-butyl ester). The yield is 48.4%. Reaction SMILES: [C:1]1([C:7]2[C:8]([CH2:13][C:14]([NH2:16])=[NH:15])=[N:9][CH:10]=[CH:11][CH:12]=2)[CH:6]=[CH:5][CH:4]=[CH:3][CH:2]=1.[C:17]([O:21][C:22](=[O:37])/[C:23](/O)=[C:24](\[O:28][CH2:29][C:30]1[CH:35]=[CH:34][CH:33]=[CH:32][CH:31]=1)/[C:25](O)=[O:26])([CH3:20])([CH3:19])[CH3:18].C[O-].[Na+].C(OCC)(=O)C>CO.CCCCCC>[C:17]([O:21][C:22]([C:23]1[C:24]([O:28][CH2:29][C:30]2[CH:35]=[CH:34][CH:33]=[CH:32][CH:31]=2)=[C:25]([OH:26])[N:16]=[C:14]([CH2:13][C:8]2[C:7]([C:1]3[CH:2]=[CH:3][CH:4]=[CH:5][CH:6]=3)=[CH:12][CH:11]=[CH:10][N:9]=2)[N:15]=1)=[O:37])([CH3:20])([CH3:18])[CH3:19] |f:2.3|. Reported procedure: To a stirred solution of 2-(3-phenyl-pyridin-2-yl)-acetamidine (162) (300 mg, 1.10 mmol) and (E)-2-benzyloxy-3-hydroxy-but-2-enedioic acid 4-tert-butyl ester (4) (511 mg, 1.66 mmol) in methanol (5 mL) was added sodium methoxide (1.3 mL, 3.32 mmol) at 0° C., then the reaction mixture was allowed to warm to room temperature, stirred for 16 h. Silica thin layer chromatography was performed (50% ethyl acetate in hexane, Rf=0.3). After completion of the reaction, it was quenched with water, methanol ... Starting materials: Cl.Cl.NC(C(=O)O)CC1=CC=C(C=C1)C=1NCCN1 ((±)-2-Amino-3-[4-(4,5-dihydro-1H-imidazol-2-yl)-phenyl]-propionic acid dihydrochloride), CO (methanol), CO (methanol). Run in S(=O)(Cl)Cl (thionyl chloride), S(=O)(Cl)Cl (thionyl chloride). Product: COC(C(CC1=CC=C(C=C1)C=1NCCN1)N)=O ((±)-2-Amino-3-[4-(4,5-dihydro-1H-imidazol-2-yl)-phenyl]-propionic acid methyl ester). As a reaction SMILES: Cl.Cl.[NH2:3][CH:4]([CH2:8][C:9]1[CH:14]=[CH:13][C:12]([C:15]2[NH:16][CH2:17][CH2:18][N:19]=2)=[CH:11][CH:10]=1)[C:5]([OH:7])=[O:6].[CH3:20]O>S(Cl)(Cl)=O>[CH3:20][O:6][C:5](=[O:7])[CH:4]([NH2:3])[CH2:8][C:9]1[CH:10]=[CH:11][C:12]([C:15]2[NH:19][CH2:18][CH2:17][N:16]=2)=[CH:13][CH:14]=1 |f:0.1.2|. Procedure details: (±)-2-Amino-3-[4-(4,5-dihydro-1H-imidazol-2-yl)-phenyl]-propionic acid dihydrochloride (0.50 g, 1.6 mmol) was placed in thionyl chloride (1 mL) and methanol (25 mL). The mixture was heated to reflux for 30 minutes, at which time more thionyl chloride (3 mL) and methanol (75 mL) were added. After another 3 hours at reflux, the solution was concentrated, the residue was dissolved in a small amount of methanol and ethyl acetate was added to induce precipitation. The solid was collected and dried (0...